describe an organic reaction: reactants, conditions, products, and yield From a dataset of the Open Reaction Database (ORD), a public repository of structured organic reaction records. Starting materials: C[Si](C)(C)CC(=O)O (Trimethylsilylacetic acid), ON1C(C=2C(C1=O)=CC=CC2)=O (N-hydroxyphthalimide), C1CCOC1.O1CCOCC1 (THF dioxane). Run at time 3 hour. Product: [Si](C)(C)(C)C=1C(=C2C(C(=O)NC2=O)=CC1)OC(C)=O (TMS-acetoxyphthalimide). RXN SMILES: [CH3:1][Si:2]([CH2:5][C:6]([OH:8])=O)([CH3:4])[CH3:3].O[N:10]1[C:14](=[O:15])[C:13]2=[CH:16][CH:17]=CC=[C:12]2[C:11]1=[O:20].C1C[O:24][CH2:23][CH2:22]1.O1CCOCC1>>[Si:2]([C:5]1[C:6]([O:8][C:23](=[O:24])[CH3:22])=[C:12]2[C:11](=[O:20])[NH:10][C:14](=[O:15])[C:13]2=[CH:16][CH:17]=1)([CH3:4])([CH3:3])[CH3:1] |f:2.3|. Reported procedure: Trimethylsilylacetic acid (0.1 mmole) and N-hydroxyphthalimide (0.1 mmole) were weighed under N2 and placed in a conical flask with 2 side arms (flask A). Dry THF/dioxane (0.5 mL) was added and removed carefully under vacuum to dry the substrates. THF (0.4 mL) was added and mixed to dissolve the substrates. DCC (95 μL, 1 M solution in methylene chloride) dried on activated molecular sieves was added and mixed. The reaction was stirred 3 hours, and a precipitate formed after 10 minutes. THF was r... Reaction conditions: time 16 hour. Reaction SMILES: C([O-])([O-])=O.[Cs+].[Cs+].[CH3:7][N:8]1[CH:12]=[CH:11][N:10]=[CH:9]1.[CH3:13][O:14][C:15](=[O:23])[C:16]1[CH:21]=[CH:20][C:19](I)=[CH:18][CH:17]=1.C1C=CC(P(C2C=CC=CC=2)C2C=CC=CC=2)=CC=1.[OH-].[Na+]>CC([O-])=O.CC([O-])=O.[Pd+2].CN(C)C=O>[CH3:13][O:14][C:15](=[O:23])[C:16]1[CH:21]=[CH:20][C:19]([C:12]2[N:8]([CH3:7])[CH:9]=[N:10][CH:11]=2)=[CH:18][CH:17]=1 |f:0.1.2,6.7,8.9.10|. Solvent: CN(C=O)C (dimethylformamide). Procedure details: 4-(3-Methyl-3H-imidazol-4-yl)-benzoic acid methyl ester was prepared using the procedure similar to that outlined by Pivsa-Art, S.,; Satoh, T., Kawamura, Y., Miura, M., Nomura, M. Bull. Chem. Soc. Jpn. 71, 1998, 467. In a flask was dried Cs2CO3 (3.29 g, 12 mmol) in vacuo at 150° C. for 1.5 hr. After cooling to ambient temperature, N-methylimidazole (0.5 mL, 6 mmol), methyl-4-iodo-benzoate (3.29 g, 12 mmmol), Pd(OAc)2 (0.14 g, 0.6 mmol), PPh3 (4.09 g, 12 mmol), and 20 mL dimethylformamide. The mi... Reagents/catalysts: CC(=O)[O-].CC(=O)[O-].[Pd+2] (Pd(OAc)2). Yields the product COC(C1=CC=C(C=C1)C=1N(C=NC1)C)=O (4-(3-methyl-3H-imidazol-4-yl)-benzoic acid methyl ester). Reactants: [OH-].[Na+] (NaOH), C(=O)([O-])[O-].[Cs+].[Cs+] (Cs2CO3), C1=CC=C(C=C1)P(C2=CC=CC=C2)C3=CC=CC=C3 (PPh3), CN1C=NC=C1 (N-methylimidazole), COC(C1=CC=C(C=C1)I)=O (methyl-4-iodo-benzoate). The yield is 38.5%. Reactants: bis(trimethylsilyl)sodium amide, bis(trimethylsilyl)sodium amide, FC1=C(CC2=NN(C=3C2=NC=CC3)C3=NC(=C(C(=N3)N)N)N)C=CC=C1 (2-[3-(2-fluorobenzyl)-1H-pyrazolo[4,3-b]pyridin-1-yl]pyrimidine-4,5,6-triamine), O1CCCC1 (tetrahydrofuran), ICC (iodoethane). Run in C(C)(=O)OCC (ethyl acetate). Conditions: temperature 0 celsius, time 30 minute. The product is NC1=C2N(C(NC2=NC(=N1)N1N=C(C2=NC=CC=C21)CC2=C(C=CC=C2)F)=O)CC (6-Amino-7-ethyl-2-[3-(2-fluorobenzyl)-1H-pyrazolo[4,3-b]pyridin-1-yl]-7,9-dihydro-8H-purin-8-one). Reaction SMILES: [F:1][C:2]1[CH:26]=[CH:25][CH:24]=[CH:23][C:3]=1[CH2:4][C:5]1[C:9]2=[N:10][CH:11]=[CH:12][CH:13]=[C:8]2[N:7]([C:14]2[N:19]=[C:18]([NH2:20])[C:17]([NH2:21])=[C:16]([NH2:22])[N:15]=2)[N:6]=1.I[CH2:28][CH3:29].[O:30]1CCC[CH2:31]1>C(OCC)(=O)C>[NH2:20][C:18]1[N:19]=[C:14]([N:7]2[C:8]3[C:9](=[N:10][CH:11]=[CH:12][CH:13]=3)[C:5]([CH2:4][C:3]3[CH:23]=[CH:24][CH:25]=[CH:26][C:2]=3[F:1])=[N:6]2)[N:15]=[C:16]2[C:17]=1[N:21]([CH2:28][CH3:29])[C:31](=[O:30])[NH:22]2. Reported procedure: 200 mg (0.392 mmol) of 2-[3-(2-fluorobenzyl)-1H-pyrazolo[4,3-b]pyridin-1-yl]pyrimidine-4,5,6-triamine (example 2A) were initially charged in tetrahydrofuran (11.1 ml) and the suspension was cooled to 0° C. Subsequently, 0.43 ml (0.43 mmol) of bis(trimethylsilyl)sodium amide solution (1.0 M in tetrahydrofuran) was added and the mixture was stirred at 0° C. for a further 30 min Thereafter, 31.3 μl (0.392 mmol) of iodoethane were added dropwise and the reaction mixture was stirred at RT overnight. ...